Dataset: the Open Reaction Database (ORD), a public repository of structured organic reaction records. Task: describe an organic reaction: reactants, conditions, products, and yield The reactants are Cl.COC([C@H]1NCCC1)=O ((S)-proline methyl ester hydrochloride salt), N1=CC=CC=C1 (pyridine), [N+](=O)([O-])C1=CC=C(C=C1)S(=O)(=O)Cl (4-nitrobenzenesulfonyl chloride). Run in C(Cl)Cl (DCM), CCOC(=O)C (EtOAc). Reaction conditions: time 18 hour. Yields the product [N+](=O)([O-])C1=CC=C(C=C1)S(=O)(=O)N1[C@@H](CCC1)C(=O)OC ((S)-methyl 1-((4-nitrophenyl)sulfonyl)pyrrolidine-2-carboxylate). Reaction SMILES: Cl.[CH3:2][O:3][C:4](=[O:10])[C@@H:5]1[CH2:9][CH2:8][CH2:7][NH:6]1.N1C=CC=CC=1.[N+:17]([C:20]1[CH:25]=[CH:24][C:23]([S:26](Cl)(=[O:28])=[O:27])=[CH:22][CH:21]=1)([O-:19])=[O:18]>C(Cl)Cl.CCOC(C)=O>[N+:17]([C:20]1[CH:21]=[CH:22][C:23]([S:26]([N:6]2[CH2:7][CH2:8][CH2:9][C@H:5]2[C:4]([O:3][CH3:2])=[O:10])(=[O:28])=[O:27])=[CH:24][CH:25]=1)([O-:19])=[O:18] |f:0.1|. Procedure: To a solution of (S)-proline methyl ester hydrochloride salt (2.5 g, 15.2 mmol) in DCM (20 mL) was added pyridine (2.6 mL, 33 mmol) and 4-nitrobenzenesulfonyl chloride (3.06 g, 13.8 mmol) at 0° C. The resulting mixture was stirred at room temperature for 18 h and then diluted with EtOAc (100 mL). The organic phase was washed with 1 N HCl (20 mL), brine (20 mL) and dried over MgSO4. The mixture was filtered and the solvent was removed in vacuo to give a crude yellow solid that was used in the nex...